From a dataset of the Open Reaction Database (ORD), a public repository of structured organic reaction records. describe an organic reaction: reactants, conditions, products, and yield The reactants are O1COC2=C1C=CC(=C2)OC2=C(C(=O)NCC1=C(C=C(C=C1)O[C@H](C)C(N)=O)F)C=CC=N2 ((R)-2-(benzo[1,3]dioxol-5-yloxy)-N-[4-(1-carbamoyl-ethoxy)-2-fluoro-benzyl]-nicotinamide), ClCCl (dichloromethane), CO.ClCCl (methanol dichloromethane). Run at time 16 hour. Yields the product C(C)OC([C@@H](C)OC1=CC(=C(C=C1)CNC(=O)C=1C(=NC=CC1)OC1=CC2=C(OCO2)C=C1)F)=N ((R)-2-[4-({[2-(Benzo[1,3]dioxol-5-yloxy)-pyridine-3-carbonyl]-amino}-methyl)-3-fluoro-phenoxy]-propionimidic acid ethyl ester). The yield is 38.0%. Reaction SMILES: [O:1]1[C:5]2[CH:6]=[CH:7][C:8]([O:10][C:11]3[N:33]=[CH:32][CH:31]=[CH:30][C:12]=3[C:13]([NH:15][CH2:16][C:17]3[CH:22]=[CH:21][C:20]([O:23][C@@H:24]([C:26](=O)[NH2:27])[CH3:25])=[CH:19][C:18]=3[F:29])=[O:14])=[CH:9][C:4]=2[O:3][CH2:2]1.Cl[CH2:35]Cl.[CH3:37][OH:38].ClCCl>>[CH2:37]([O:38][C:26](=[NH:27])[C@H:24]([O:23][C:20]1[CH:21]=[CH:22][C:17]([CH2:16][NH:15][C:13]([C:12]2[C:11]([O:10][C:8]3[CH:7]=[CH:6][C:5]4[O:1][CH2:2][O:3][C:4]=4[CH:9]=3)=[N:33][CH:32]=[CH:31][CH:30]=2)=[O:14])=[C:18]([F:29])[CH:19]=1)[CH3:25])[CH3:35] |f:2.3|. Procedure: To a stirred solution of (R)-2-(benzo[1,3]dioxol-5-yloxy)-N-[4-(1-carbamoyl-ethoxy)-2-fluoro-benzyl]-nicotinamide (0.4 g, 0.88 mmol) in dichloromethane (20 ml)triethyloxonium tetrafluoroborate (0.17 g, 0.88 mmol) was added. The reaction was stirred at room temperature 16 h. The reaction was adsorbed onto a small amount of silica gel and column chromatography (2% methanol/dichloromethane) afforded 160 mg of the desired product as a colorless oil (38% yield). Starting materials: C([O-])([O-])=O.[K+].[K+] (potassium carbonate), C(CC1=CC=CC=C1)Br (phenethyl bromide), C(C)OC(C(C)C1(CCNCC1)O)=O (2-(4-hydroxy-4-piperidyl)propionic acid ethyl ester), C([O-])([O-])=O.[K+].[K+] (potassium carbonate). The solvent is CN(C=O)C (dimethyl formamide), CN(C=O)C (dimethyl formamide). Run at time 2 hour. The product is C(C)OC(C(C)C1CC(N(CC1)CCC1=CC=CC=C1)C1(CCNCC1)O)=O (2-(4-hydroxy-4-piperidyl-1-phenethyl-4-piperidyl)propionic acid ethyl ester). Reaction SMILES: [CH2:1](Br)[CH2:2][C:3]1[CH:8]=[CH:7][CH:6]=[CH:5][CH:4]=1.[CH2:10]([O:12][C:13](=[O:23])[CH:14]([C:16]1(O)[CH2:21][CH2:20][NH:19][CH2:18][CH2:17]1)[CH3:15])[CH3:11].[C:24](=[O:27])([O-])[O-].[K+].[K+]>CN(C)C=O>[CH2:10]([O:12][C:13](=[O:23])[CH:14]([CH:16]1[CH2:21][CH2:20][N:19]([CH2:1][CH2:2][C:3]2[CH:8]=[CH:7][CH:6]=[CH:5][CH:4]=2)[CH:18]([C:24]2([OH:27])[CH2:21][CH2:20][NH:19][CH2:18][CH2:17]2)[CH2:17]1)[CH3:15])[CH3:11] |f:2.3.4|. Procedure details: A solution of 12.0 g of phenethyl bromide in 50 cc of dimethyl formamide is added dropwise at a temperature of 60°, with stirring, to a suspension of 18.9 g of crude 2-(4-hydroxy-4-piperidyl)propionic acid ethyl ester and 11.5 g of potassium carbonate in 150 cc of dimethyl formamide. The reaction mixture is stirred at 60° for a further 11/2 hours, is then poured in a 10% potassium carbonate solution containing ice and extraction is effected with ether. The title compound, obtained after drying t... The reactants are CC(=O)OC(C)=O, Cc1ccccc1, O=C(CC1CCN(CCn2c(=O)[nH]c3ccccc32)CC1)c1ccc(F)cc1, [NH4+], [OH-], O. Yields the product CC(=O)n1c(=O)n(CCN2CCC(CC(=O)c3ccc(F)cc3)CC2)c2ccccc21. As a reaction SMILES: [C:1]([CH3:2])(=[O:3])[O:4][C:5](=[O:6])[CH3:7].[CH3:36][c:37]1[cH:38][cH:39][cH:40][cH:41][cH:42]1.[F:8][c:9]1[cH:10][cH:11][c:12]([C:15]([CH2:16][CH:17]2[CH2:18][CH2:19][N:20]([CH2:23][CH2:24][n:25]3[c:26](=[O:34])[nH:27][c:28]4[c:29]3[cH:30][cH:31][cH:32][cH:33]4)[CH2:21][CH2:22]2)=[O:35])[cH:13][cH:14]1.[NH4+:43].[OH-:44].[OH2:45]>>[C:1]([CH3:2])(=[O:3])[n:27]1[c:26](=[O:34])[n:25]([CH2:24][CH2:23][N:20]2[CH2:19][CH2:18][CH:17]([CH2:16][C:15]([c:12]3[cH:11][cH:10][c:9]([F:8])[cH:14][cH:13]3)=[O:35])[CH2:22][CH2:21]2)[c:29]2[c:28]1[cH:33][cH:32][cH:31][cH:30]2. The yield is 69.1%. Reactants: C(C1=CC=CC=C1)C1CCNCC1 (4-Benzylpiperidine), C(=O)(Cl)Cl (phosgene). Yields the product C(C1=CC=CC=C1)C1CCN(CC1)C(=O)Cl (4-Benzylpiperidinylcarbonyl chloride). RXN SMILES: [CH2:1]([CH:8]1[CH2:13][CH2:12][NH:11][CH2:10][CH2:9]1)[C:2]1[CH:7]=[CH:6][CH:5]=[CH:4][CH:3]=1.[C:14](Cl)([Cl:16])=[O:15]>>[CH2:1]([CH:8]1[CH2:13][CH2:12][N:11]([C:14]([Cl:16])=[O:15])[CH2:10][CH2:9]1)[C:2]1[CH:7]=[CH:6][CH:5]=[CH:4][CH:3]=1. Reaction conditions: temperature 0 celsius, time 1 hour. Procedure details: 4-Benzylpiperidine (0.5 g, 2.86 mmol) was added to a mixture of phosgene (3.8 ml of 20% phosgene in toluene solution, 7.13 mmol). The mixture was stirred at 0° C. for 1 hour. The reaction mixture was partitioned between water (25 ml) and ethyl acetate (2×25 ml). The organic phase was washed with 1N HCl (1×40 ml), saturated sodium chloride (1×50 ml), dried over sodium sulfate and concentrated to give a yellow oil. Purification by flash column chromatography (silica gel, 0-10% ethyl acetate/hexane... The reactants are N1(CCOCC1)C(=O)N[C@H](C(=O)O)CC1=CC=CC2=CC=CC=C12 ((2S)-2-[(morpholine-4-carbonyl)-amino]-3-naphthalen-1-yl-propionic acid), C1=CC=C2C=C(C=CC2=C1)C[C@@H](C(=O)O)N (L-2-naphthylalanine), NCCCC[C@@H](CO)N(S(=O)(=O)C1=CC=C(C=C1)OC)CC(C)C ((1S)-N-(5-amino-1-hydroxymethyl-pentyl)-N-isobutyl-4-methoxy-benzenesulfonamide), N1(CCOCC1)C(=O)N[C@H](C(=O)O)CC1=CC2=CC=CC=C2C=C1 ((2S)-2-[(morpholine4-carbonyl)-amino]-3-naphthalen-2-yl-propionic acid). Product: N1(CCOCC1)C(=O)N[C@H](C(=O)O)CC1=CC2=CC=CC=C2C=C1 ((2S)-2-[(morpholine-4-carbonyl)-amino]-3-naphthalen-2-yl-propionic acid), OC[C@H](CCCCNC(=O)[C@H](CC1=CC2=CC=CC=C2C=C1)NC(=O)N1CCOCC1)N(S(=O)(=O)C1=CC=C(C=C1)OC)CC(C)C ((1S,5S)-Morpholine-4-carboxylic Acid (1-{6-Hydroxy-5-[isobutyl-(4-methoxy-benzenesulfonyl)-amino]-hexylcarbamoyl}-2-naphthalen-2-yl-ethyl)-amide). Reaction SMILES: [NH2:1][CH2:2][CH2:3][CH2:4][CH2:5][C@H:6]([N:9]([CH2:21][CH:22]([CH3:24])[CH3:23])[S:10]([C:13]1[CH:18]=[CH:17][C:16]([O:19][CH3:20])=[CH:15][CH:14]=1)(=[O:12])=[O:11])[CH2:7][OH:8].[N:25]1([C:31]([NH:33][C@@H:34]([CH2:38][C:39]2[CH:48]=[CH:47][C:46]3[C:41](=[CH:42][CH:43]=[CH:44][CH:45]=3)[CH:40]=2)[C:35]([OH:37])=[O:36])=[O:32])[CH2:30][CH2:29][O:28][CH2:27][CH2:26]1.C1C=C2C(C=C(C[C@H](N)C(O)=O)C=C2)=CC=1.[N:65]1([C:71]([NH:73][C@@H:74]([CH2:78][C:79]2[C:88]3[C:83](=[CH:84][CH:85]=[CH:86][CH:87]=3)[CH:82]=[CH:81][CH:80]=2)[C:75]([OH:77])=O)=[O:72])[CH2:70][CH2:69][O:68][CH2:67][CH2:66]1>>[N:25]1([C:31]([NH:33][C@@H:34]([CH2:38][C:39]2[CH:48]=[CH:47][C:46]3[C:41](=[CH:42][CH:43]=[CH:44][CH:45]=3)[CH:40]=2)[C:35]([OH:37])=[O:36])=[O:32])[CH2:26][CH2:27][O:28][CH2:29][CH2:30]1.[OH:8][CH2:7][C@@H:6]([N:9]([CH2:21][CH:22]([CH3:24])[CH3:23])[S:10]([C:13]1[CH:18]=[CH:17][C:16]([O:19][CH3:20])=[CH:15][CH:14]=1)(=[O:12])=[O:11])[CH2:5][CH2:4][CH2:3][CH2:2][NH:1][C:75]([C@@H:74]([NH:73][C:71]([N:65]1[CH2:66][CH2:67][O:68][CH2:69][CH2:70]1)=[O:72])[CH2:78][C:79]1[CH:80]=[CH:81][C:82]2[C:87](=[CH:86][CH:85]=[CH:84][CH:83]=2)[CH:88]=1)=[O:77]. Reported procedure: This derivative was prepared from (1S)-N-(5-amino-1-hydroxymethyl-pentyl)-N-isobutyl-4-methoxy-benzenesulfonamide (XII) (this example, step B) as described in general procedure B using (2S)-2-[(morpholine4-carbonyl)-amino]-3-naphthalen-2-yl-propionic acid. The (2S)-2-[(morpholine-4-carbonyl)-amino]-3-naphthalen-2-yl-propionic acid derivative was prepared from L-2-naphthylalanine as described for the preparation of (2S)-2-[(morpholine-4-carbonyl)-amino]-3-naphthalen-1-yl-propionic acid (example 3...